From a dataset of the Open Reaction Database (ORD), a public repository of structured organic reaction records. describe an organic reaction: reactants, conditions, products, and yield Starting materials: COC1=CC=C(C=C1)C=CCCCCCC(=O)O (8-(p-methoxyphenyl)-7-octenoic acid). Reagents/catalysts: [Pd].[O-]S(=O)(=O)[O-].[Ba+2] (Pd BaSO4). The product is COC1=CC=C(C=C1)CCCCCCCC(=O)O (8-(p-Methoxyphenyl)octanoic acid). Isolated yield 95.9%. As a reaction SMILES: [CH3:1][O:2][C:3]1[CH:8]=[CH:7][C:6]([CH:9]=[CH:10][CH2:11][CH2:12][CH2:13][CH2:14][CH2:15][C:16]([OH:18])=[O:17])=[CH:5][CH:4]=1>[Pd].[O-]S([O-])(=O)=O.[Ba+2]>[CH3:1][O:2][C:3]1[CH:4]=[CH:5][C:6]([CH2:9][CH2:10][CH2:11][CH2:12][CH2:13][CH2:14][CH2:15][C:16]([OH:18])=[O:17])=[CH:7][CH:8]=1 |f:1.2.3|. Reported procedure: This compound was synthesized from 8-(p-methoxyphenyl)-7-octenoic acid (1.24 g, 5 mmol) and Pd/BaSO4 (125 mg) by hydrogenation. Crystallization (petroleum ether) afforded the product (1.20 g, 96%) as white crystals (mp 42-43° C.). IR: 3400-2500, 1705 cm-1 ; 1H-NMR: 1.40 (m, 10H), 2.40 (m, 4H), 3.80 (s, 3H), 6.95 (q, 4H), 10.10 (bs, 1H). Anal. Calcd. for C15H2O2 : C, 71.97, H, 8.86%; Found: C, 72.07, H, 8.88%. The product is O=C1CN(CCN1)C1=NC=2C=3C(=CNC2C=C1)C(N(N3)C3=CC=CC=C3)=O (8-(3-Oxo-piperazin-1-yl)-2-phenyl-2,5-dihydro-pyrazolo[4,3-c][1,5]naphthyridin-3-one). RXN SMILES: [C:1]1([N:7]2[C:25](=[O:26])[C:10]3=[CH:11][NH:12][C:13]4[CH:14]=[CH:15][C:16]([N:19]5[CH2:24][CH2:23][NH:22][CH2:21][CH2:20]5)=[N:17][C:18]=4[C:9]3=[N:8]2)[CH:6]=[CH:5][CH:4]=[CH:3][CH:2]=1.[O:27]=C1CNCCN1>>[O:27]=[C:23]1[NH:22][CH2:21][CH2:20][N:19]([C:16]2[CH:15]=[CH:14][C:13]3[NH:12][CH:11]=[C:10]4[C:25](=[O:26])[N:7]([C:1]5[CH:6]=[CH:5][CH:4]=[CH:3][CH:2]=5)[N:8]=[C:9]4[C:18]=3[N:17]=2)[CH2:24]1. Starting materials: C1(=CC=CC=C1)N1N=C2C(=CNC=3C=CC(=NC23)N2CCNCC2)C1=O (2-Phenyl-8-(piperazin-1-yl)-2,5-dihydro-pyrazolo[4,3-c][1,5]naphthyridin-3-one), O=C1NCCNC1 (2-oxopiperazine). Procedure details: The title compound was prepared following the procedure described for 6a using 2-oxopiperazine instead of piperazine. 1H-NMR (DMSO-d6) δ (ppm): 3.08 (2H, m), 3.90 (2H, dd, J=5.67, 4.94), 4.19 (2H, s), 7.15 (1H, dd, J=7.42, 1.09 Hz), 7.20 (1H, d, J=9.34 Hz), 7.40 (2H, dd, J=8.51, 7.42 Hz), 7.85 (1H, d, J=9.06 Hz), 8.16 (1H, br), 8.22 (1H, dd, J=7.70, 1.09 Hz), 8.57 (1H, s). m/z 361.4 (MH+). Starting materials: CC1=C(OC(C[C@H](N)C(=O)O)C(=O)O)C=CC=C1 (4-(2-Methylphenoxy)glutamic acid), CCOC(=O)/N=N/C(=O)OCC (diethylazodicarboxylate), C1(=CC=CC=C1)P(C1=CC=CC=C1)C1=CC=CC=C1 (triphenylphosphine), C(CC)C=1C=C(C=CC1)C1=CC=C(C=C1)O (4-(3-propylphenyl) phenol). The solvent is O1CCCC1 (tetrahydrofuran). Run at time 28.5 hour. Product: C1(=CC=CC=C1)CCCC1=CC=C(OC2C(NC(C2)C(=O)OC)=O)C=C1 (methyl 3-(4-(3-phenylpropyl)phenoxy]-2-pyrrolidone-5-carboxylate). The yield is 122.7%. Reaction SMILES: C[C:2]1[CH:18]=[CH:17][CH:16]=[CH:15][C:3]=1[O:4][CH:5]([C:12]([OH:14])=O)[CH2:6][C@@H:7]([C:9]([OH:11])=[O:10])[NH2:8].[C:19]1(P(C2C=CC=CC=2)C2C=CC=CC=2)C=CC=CC=1.[CH2:38]([C:41]1[CH:42]=[C:43](C2C=CC(O)=CC=2)[CH:44]=[CH:45][CH:46]=1)[CH2:39][CH3:40].CCOC(/N=N/C(OCC)=O)=O>O1CCCC1>[C:41]1([CH2:38][CH2:39][CH2:40][C:17]2[CH:18]=[CH:2][C:3]([O:4][CH:5]3[CH2:6][CH:7]([C:9]([O:11][CH3:19])=[O:10])[NH:8][C:12]3=[O:14])=[CH:15][CH:16]=2)[CH:42]=[CH:43][CH:44]=[CH:45][CH:46]=1. Procedure details: A mixture of the compound prepared as described in Example 4 (0.5349 g), triphenylphosphine (1.00 g), and 4-(3-propylphenyl) phenol (0.8100 g) in tetrahydrofuran (4.7 ml) was cooled to approximately 1°-2° C., and treated with a solution of diethylazodicarboxylate (0.6645 g) over a two minute period. After the addition was complete, the reaction suspension was allowed to warm to room temperature. After about 28.5 hours, the resulting brown solution was concentrated in vacuo. The residue was dilut... The reactants are ClCCNC1=NC=NC(=C1[N+](=O)[O-])Cl (4-(β-chloroethylamino)-5-nitro-6-chloropyrimidine), ClC1=NC=NC(=C1[N+](=O)[O-])Cl (4,6-dichloro-5-nitropyrimidine), Cl.ClCCN (β-chloroethylamine hydrochloride), C([O-])(O)=O.[Na+] (sodium bicarbonate), [N+](=O)([O-])C=1C(=NC=NC1CCCl)CCCl (5-nitro-4,6-bis(β-chloroethyl)pyrimidine). Solvent: C(Cl)(Cl)Cl (chloroform), CCOCC (ether). Run at time 30 minute. Product: ClCCNC1=C(C=2N(C=N1)CCN2)[N+](=O)[O-] (7-(β-Chloroethylamino)-8-nitro-2,3-dihydroimidazo[1,2-c]pyrimidine). RXN SMILES: ClC1C([N+]([O-])=O)=C(Cl)N=CN=1.Cl.[Cl:13][CH2:14][CH2:15][NH2:16].C(=O)(O)[O-].[Na+].Cl[CH2:23][CH2:24][NH:25][C:26]1[C:31]([N+:32]([O-:34])=[O:33])=[C:30](Cl)[N:29]=[CH:28][N:27]=1.[N+](C1C(CCCl)=NC=NC=1CCCl)([O-])=O>CCOCC.C(Cl)(Cl)Cl>[Cl:13][CH2:14][CH2:15][NH:16][C:30]1[N:29]=[CH:28][N:27]2[CH2:23][CH2:24][N:25]=[C:26]2[C:31]=1[N+:32]([O-:34])=[O:33] |f:1.2,3.4|. Procedure details: A solution of 20 g. of 4,6-dichloro-5-nitropyrimidine was prepared in ether. An aqueous solution containing 14 g. of β-chloroethylamine hydrochloride and 24 g. of sodium bicarbonate were added thereto and the subsequent mixture agitated for about 30 minutes. The ether layer was separated, and the separated layer washed with water and dried. Removal of the ether in vacuo yielded an oil containing chiefly 4-(β-chloroethylamino)-5-nitro-6-chloropyrimidine plus a small quantity of 5-nitro-4,6-bis(β-... As a reaction SMILES: [Br:1][c:2]1[cH:3][c:4]([F:24])[c:5](-[n:12]2[c:13](=[O:23])[nH:14][c:15]([C:19]([F:20])([F:21])[F:22])[cH:16][c:17]2=[O:18])[cH:6][c:7]1[O:8][CH:9]([CH3:10])[CH3:11].[P:25]([Cl:26])([Cl:27])([Cl:28])=[O:29].[cH:30]1[cH:31][cH:32][n:33][cH:34][cH:35]1>>[Br:1][c:2]1[cH:3][c:4]([F:24])[c:5](-[n:12]2[c:13]([Cl:27])[n:14][c:15]([C:19]([F:20])([F:21])[F:22])[cH:16][c:17]2=[O:18])[cH:6][c:7]1[O:8][CH:9]([CH3:10])[CH3:11]. Reactants: CC(C)Oc1cc(-n2c(=O)cc(C(F)(F)F)[nH]c2=O)c(F)cc1Br, O=P(Cl)(Cl)Cl, c1ccncc1. Product: CC(C)Oc1cc(-n2c(Cl)nc(C(F)(F)F)cc2=O)c(F)cc1Br. Starting materials: BrC1=CC2=C(CC2)C=C1 (4-bromobenzocyclobutane), C(C)(C)(C)[Li] (Tert-butyllithium), BrCCCCBr (1,4-dibromobutane). Run at temperature -20 celsius, time 45 minute. Yields the product BrCCCCC1=CC=2CCC2C=C1 (3-(4-bromobutyl)bicyclo[4.2.0]octa-1(6),2,4-triene). RXN SMILES: Br[C:2]1[CH:9]=[CH:8][C:5]2[CH2:6][CH2:7][C:4]=2[CH:3]=1.C([Li])(C)(C)C.[Br:15][CH2:16][CH2:17][CH2:18][CH2:19]Br>>[Br:15][CH2:16][CH2:17][CH2:18][CH2:19][C:2]1[CH:9]=[CH:8][C:5]2[CH2:6][CH2:7][C:4]=2[CH:3]=1. Procedure: To a clean and dry 1000 ml round bottom flask equipped with a 250 ml addition funnel, low temperature thermometer and magnetic stir bar was transferred anhydrous tetrahydrofuran (500.0 ml) under nitrogen. 4-bromobenzocyclobutane (25.0 g, 0.1370 mol) was added to this flask by syringe. The reaction vessel was placed into a dry ice/acetone bath until a temperature of <−70° C. was achieved. The reaction mixture was then allowed to stir for 45 minutes at a stirring speed of 550 rpm in order to verif...